Dataset: the Open Reaction Database (ORD), a public repository of structured organic reaction records. Task: describe an organic reaction: reactants, conditions, products, and yield Starting materials: C1CCOC1, CCOC(C)=O, C[Si](C)(C)[N-][Si](C)(C)C, CC(C)c1nc2c(n1Cc1ccc(Cl)cc1)C(=O)CC2, [Li+]. The product is CCOC(=O)CC1(O)CCc2nc(C(C)C)n(Cc3ccc(Cl)cc3)c21. As a reaction SMILES: [CH2:37]1[O:38][CH2:39][CH2:40][CH2:41]1.[CH3:1][CH2:2][O:3][C:4]([CH3:5])=[O:6].[CH3:8][Si:9]([N-:10][Si:11]([CH3:12])([CH3:13])[CH3:14])([CH3:15])[CH3:16].[Cl:17][c:18]1[cH:19][cH:20][c:21]([CH2:24][n:25]2[c:26]([CH:34]([CH3:35])[CH3:36])[n:27][c:28]3[c:29]2[C:30](=[O:33])[CH2:31][CH2:32]3)[cH:22][cH:23]1.[Li+:7]>>[CH3:1][CH2:2][O:3][C:4]([CH2:5][C:30]1([OH:33])[c:29]2[n:25]([CH2:24][c:21]3[cH:20][cH:19][c:18]([Cl:17])[cH:23][cH:22]3)[c:26]([CH:34]([CH3:35])[CH3:36])[n:27][c:28]2[CH2:32][CH2:31]1)=[O:6]. Starting materials: BrC1=CC2=C(C(C3=C(OC2)C=CC(=C3)F)=O)C=C1 (8-bromo-2-fluoro-6,11-dihydrodibenzo[b,e]oxepin-11-one), BrC1=CC2=C(/C(/C3=C(OC2)C=CC(=C3)F)=C(\C#N)/C)C=C1 ((E)-2-[8-bromo-2-fluoro-6,11-dihydrodibenzo[b,e]oxepin-11-ylidene]propiononitrile), BrC1=CC2=C(/C(/C3=C(OC2)C=CC(=C3)F)=C(/C#N)\C)C=C1 ((Z)-2-[8-bromo-2-fluoro-6,11-dihydrodibenzo[b,e]oxepin-11-ylidene]propiononitrile), BrC1=CC2=C(/C(/C3=C(OC2)C=CC(=C3)F)=C(\C#N)/C)C=C1 ((E)-2-[8-bromo-2-fluoro-6,11-dihydrodibenzo[b,e]oxepin-11-ylidene]propiononitrile), BrC1=CC2=C(/C(/C3=C(OC2)C=CC(=C3)F)=C(/C#N)\C)C=C1 ((Z)-2-[8-bromo-2-fluoro-6,11-dihydrodibenzo[b,e]oxepin-11-ylidene]propiononitrile), BrC1=CC2=C(/C(/C3=C(OC2)C=CC=C3)=C\3/C(C3)CC#N)C=C1 ((Z)-2-(8-bromo-6,11-dihydrodibenzo[b,e]oxepin-11-ylidene)cyclopropylacetonitrile). Yields the product C(#N)\C(\C)=C/1\C2=C(OCC3=C1C=CC(=C3)C(=O)OCCC)C=CC(=C2)F (propyl(E)-11-(1-cyanoethylidene)-2-fluoro-6,11-dihydrodibenzo[b,e]oxepine-8-carboxylate). The yield is 21.0%. Reaction SMILES: BrC1C=CC2[C:6](=O)[C:7]3C=C(F)C=C[C:8]=3[O:9][CH2:10]C=2C=1.Br[C:20]1[CH:39]=[CH:38][C:23]2/[C:24](=[C:34](/[CH3:37])\[C:35]#[N:36])/[C:25]3[CH:32]=[C:31]([F:33])[CH:30]=[CH:29][C:26]=3[O:27][CH2:28][C:22]=2[CH:21]=1.BrC1C=CC2/C(=C(\C)/C#N)/C3C=C(F)C=CC=3[O:48]CC=2C=1.BrC1C=CC2/C(=C3/C(CC#N)C/3)/C3C=CC=CC=3OCC=2C=1>>[C:35](/[C:34](=[C:24]1/[C:25]2[CH:32]=[C:31]([F:33])[CH:30]=[CH:29][C:26]=2[O:27][CH2:28][C:22]2[CH:21]=[C:20]([C:10]([O:9][CH2:8][CH2:7][CH3:6])=[O:48])[CH:39]=[CH:38][C:23]/1=2)/[CH3:37])#[N:36]. Procedure: [step 1] 5-Bromophthalide (6.00 g, 28.2 mmol) was dissolved in DMF (10 mL), 4-fluorophenol (3.15 g, 28.2 Jinni) was added, and the mixture was heated to 120° C. 28% Sodium methoxide methanol solution (5.5 mL, 28.2 mmol) was added and the mixture was stirred with heating for 4 hr. 2 mol/L Hydrochloric acid was added dropwise to the reaction mixture to neutralize the reaction mixture, and the mixture was extracted 3 times with chloroform. The combined organic layer was dried over anhydrous magnesi... Starting materials: C1(CCCCC1)C1=C(N=CO1)C(=O)OC (methyl 5-cyclohexyl-1,3-oxazole-4-carboxylate), [OH-].[Na+] (NaOH), Cl (HCl). The solvent is CO (methanol). Reaction conditions: time 2 hour. The product is C1(CCCCC1)C1=C(N=CO1)C(=O)O (5-Cyclohexyl-1,3-oxazole-4-carboxylic acid). Isolated yield 88.6%. As a reaction SMILES: [CH:1]1([C:7]2[O:11][CH:10]=[N:9][C:8]=2[C:12]([O:14]C)=[O:13])[CH2:6][CH2:5][CH2:4][CH2:3][CH2:2]1.[OH-].[Na+].Cl>CO>[CH:1]1([C:7]2[O:11][CH:10]=[N:9][C:8]=2[C:12]([OH:14])=[O:13])[CH2:2][CH2:3][CH2:4][CH2:5][CH2:6]1 |f:1.2|. Reported procedure: To a stirred solution of methyl 5-cyclohexyl-1,3-oxazole-4-carboxylate (6.40 g, 30.6 mmol) in methanol (370 mL) was added 1 M NaOH solution (92 mL). After being stirred at room temperature for 2 h, and at 50° C. for 1 h, the reaction mixture was cooled to 0° C., and then acidified with 1 M HCl solution. The mixture was concentrated under reduced pressure and the resulting residue was partitioned between ethyl acetate and water. The organic layer was washed with brine, dried over anhydrous magnes... Reagents/catalysts: [Pd] (Pd/C). RXN SMILES: [C:1]([O:5][C:6](=[O:27])[NH:7][C@H:8]([C:11]1[CH:16]=[CH:15][C:14]([O:17]CC2C=CC=CC=2)=[CH:13][C:12]=1[O:25][CH3:26])[CH2:9][OH:10])([CH3:4])([CH3:3])[CH3:2]>CO.[Pd]>[C:1]([O:5][C:6](=[O:27])[NH:7][C@H:8]([C:11]1[CH:16]=[CH:15][C:14]([OH:17])=[CH:13][C:12]=1[O:25][CH3:26])[CH2:9][OH:10])([CH3:4])([CH3:3])[CH3:2]. Procedure: A mixture of [(R)-1-(4-benzyloxy-2-methoxy-phenyl)-2-hydroxy-ethyl]-carbamic acid tert-butyl ester (136 mg, 0.365 mmol) and Pd/C (˜10 mg) in MeOH (4 ml) was stirred under H2 (1 atm) for overnight. The mixture was filtered and the filtrate was concentrated to give the titled compound (100 mg, 100%). Yields the product C(C)(C)(C)OC(N[C@@H](CO)C1=C(C=C(C=C1)O)OC)=O ([(R)-2-Hydroxy-1-(4-hydroxy-2-methoxy-phenyl)-ethyl]-carbamic acid tert-butyl ester). The yield is 96.7%. Run in CO (MeOH). The reactants are C(C)(C)(C)OC(N[C@@H](CO)C1=C(C=C(C=C1)OCC1=CC=CC=C1)OC)=O ([(R)-1-(4-benzyloxy-2-methoxy-phenyl)-2-hydroxy-ethyl]-carbamic acid tert-butyl ester). Reaction conditions: time 8 hour.